Dataset: the Open Reaction Database (ORD), a public repository of structured organic reaction records. Task: describe an organic reaction: reactants, conditions, products, and yield The reactants are CC1=C(OCC=2NCCN2)C=CC=C1C (2-(2,3-dimethylphenoxymethyl)-2-imidazoline), solution, C(=O)(Cl)Cl (phosgene), C1(=CC=CC=C1)C (toluene), NC1=CC=CC=C1 (aniline). The solvent is C(C)OCC (diethylether), C(Cl)(Cl)Cl (chloroform), C(Cl)(Cl)Cl (chloroform). Conditions: time 2 hour. Product: C1(=CC=CC=C1)NC(=O)N1C(=NCC1)COC1=C(C(=CC=C1)C)C (1-N-phenylcarbamoyl-2-(2,3-dimethylphenoxymethyl)-2-imidazoline). RXN SMILES: [C:1](Cl)(Cl)=[O:2].C1(C)C=CC=CC=1.[CH3:12][C:13]1[C:25]([CH3:26])=[CH:24][CH:23]=[CH:22][C:14]=1[O:15][CH2:16][C:17]1[NH:18][CH2:19][CH2:20][N:21]=1.[NH2:27][C:28]1[CH:33]=[CH:32][CH:31]=[CH:30][CH:29]=1>C(Cl)(Cl)Cl.C(OCC)C>[C:28]1([NH:27][C:1]([N:21]2[CH2:20][CH2:19][N:18]=[C:17]2[CH2:16][O:15][C:14]2[CH:22]=[CH:23][CH:24]=[C:25]([CH3:26])[C:13]=2[CH3:12])=[O:2])[CH:33]=[CH:32][CH:31]=[CH:30][CH:29]=1. Procedure: A 17% solution of phosgene in toluene (3.2 g containing 0.5521 g., 0.00549 moles COCl2) in dry chloroform (15 ml) was added slowly with stirring at 0° C. to a solution of 2-(2,3-dimethylphenoxymethyl)-2-imidazoline (2.40 g, 0.0115 moles) in dry chloroform (20 ml). When addition was complete the reaction mixture was left at ambient temperature for 2 hours, diluted with an equal volume of dry diethylether and rapidly filtered. The filtrate, which contained the N-chlorocarbamoyl adduct of 2-(2,3-di... As a reaction SMILES: [CH3:1][S:2](=[O:3])(=[O:4])[O:5][CH2:6][CH2:7][N:8]([c:9]1[c:10]([C:21](=[O:22])[NH:23][CH2:24][CH:25]2[O:26][C:27]([CH3:30])([CH3:31])[O:28][CH2:29]2)[cH:11][c:12]([N+:18](=[O:19])[O-:20])[cH:13][c:14]1[N+:15](=[O:16])[O-:17])[CH2:32][CH2:33][O:34][S:35](=[O:36])(=[O:37])[CH3:38].[CH3:50][OH:51].[c:39]1([CH3:40])[cH:41][cH:42][c:43]([S:44]([OH:45])(=[O:46])=[O:47])[cH:48][cH:49]1>>[CH3:1][S:2](=[O:3])(=[O:4])[O:5][CH2:6][CH2:7][N:8]([c:9]1[c:10]([C:21](=[O:22])[NH:23][CH2:24][CH:25]([OH:26])[CH2:29][OH:28])[cH:11][c:12]([N+:18](=[O:19])[O-:20])[cH:13][c:14]1[N+:15](=[O:16])[O-:17])[CH2:32][CH2:33][O:34][S:35](=[O:36])(=[O:37])[CH3:38]. Product: CS(=O)(=O)OCCN(CCOS(C)(=O)=O)c1c(C(=O)NCC(O)CO)cc([N+](=O)[O-])cc1[N+](=O)[O-]. Reactants: CC1(C)OCC(CNC(=O)c2cc([N+](=O)[O-])cc([N+](=O)[O-])c2N(CCOS(C)(=O)=O)CCOS(C)(=O)=O)O1, CO, Cc1ccc(S(=O)(=O)O)cc1.